From a dataset of the Open Reaction Database (ORD), a public repository of structured organic reaction records. describe an organic reaction: reactants, conditions, products, and yield Reactants: CC1(C2=CC=CC(=C2OC=2C(=CC=CC12)P(C1=CC=CC=C1)C1=CC=CC=C1)P(C1=CC=CC=C1)C1=CC=CC=C1)C ((9,9-dimethyl-9H-xanthene-4,5-diyl)bis(diphenylphosphine)), C(C)(=O)C1=C(C(=C(C#N)C(=C1)Cl)I)OCC (4-acetyl-6-chloro-3-ethoxy-2-iodobenzonitrile), Cl.COC1CNC1 (3-methoxyazetidine hydrochloride), C([O-])([O-])=O.[Cs+].[Cs+] (cesium carbonate). Reagents/catalysts: C=1C=CC(=CC1)/C=C/C(=O)/C=C/C2=CC=CC=C2.C=1C=CC(=CC1)/C=C/C(=O)/C=C/C2=CC=CC=C2.C=1C=CC(=CC1)/C=C/C(=O)/C=C/C2=CC=CC=C2.[Pd].[Pd] (tris(dibenzylideneacetone)dipalladium). Run in O1CCOCC1 (1,4-dioxane). Conditions: temperature 80 celsius. Yields the product C(C)(=O)C1=C(C(=C(C#N)C(=C1)Cl)N1CC(C1)OC)OCC (4-acetyl-6-chloro-3-ethoxy-2-(3-methoxyazetidin-1-yl)benzonitrile). Yield: 97.2%. RXN SMILES: [C:1]([C:4]1[CH:11]=[C:10]([Cl:12])[C:7]([C:8]#[N:9])=[C:6](I)[C:5]=1[O:14][CH2:15][CH3:16])(=[O:3])[CH3:2].Cl.[CH3:18][O:19][CH:20]1[CH2:23][NH:22][CH2:21]1.C(=O)([O-])[O-].[Cs+].[Cs+].CC1(C)C2C=CC=C(P(C3C=CC=CC=3)C3C=CC=CC=3)C=2OC2C1=CC=CC=2P(C1C=CC=CC=1)C1C=CC=CC=1>O1CCOCC1.C1C=CC(/C=C/C(/C=C/C2C=CC=CC=2)=O)=CC=1.C1C=CC(/C=C/C(/C=C/C2C=CC=CC=2)=O)=CC=1.C1C=CC(/C=C/C(/C=C/C2C=CC=CC=2)=O)=CC=1.[Pd].[Pd]>[C:1]([C:4]1[CH:11]=[C:10]([Cl:12])[C:7]([C:8]#[N:9])=[C:6]([N:22]2[CH2:23][CH:20]([O:19][CH3:18])[CH2:21]2)[C:5]=1[O:14][CH2:15][CH3:16])(=[O:3])[CH3:2] |f:1.2,3.4.5,8.9.10.11.12|. Procedure: To a mixture of 4-acetyl-6-chloro-3-ethoxy-2-iodobenzonitrile (50 mg, 0.1 mmol, Example 318, Step 1), 3-methoxyazetidine hydrochloride (21 mg, 0.17 mmol Chem-Impex catalog#20140) and cesium carbonate (70.0 mg, 0.21 mmol) in 1,4-dioxane (4 mL) was added (9,9-dimethyl-9H-xanthene-4,5-diyl)bis(diphenylphosphine) (40 mg, 0.07 mmol) and tris(dibenzylideneacetone)dipalladium (0) (60 mg, 0.07 mmol). The reaction mixture was degassed with N2. The reaction was heated at 80° C. for 2 hrs and was monitored... The reactants are CC1(C)OBOC1(C)C, CCOC(C)=O, CC(C)(C)OC(=O)c1c(F)cccc1I, C1COCCO1, Cl[Pd]Cl, c1ccc(P(c2ccccc2)c2ccccc2)cc1, c1ccc(P(c2ccccc2)c2ccccc2)cc1. The product is CC(C)(C)OC(=O)c1c(F)cccc1B1OC(C)(C)C(C)(C)O1. RXN SMILES: [CH3:16][C:17]1([CH3:24])[O:18][BH:19][O:20][C:21]1([CH3:22])[CH3:23].[CH3:31][CH2:32][O:33][C:34]([CH3:35])=[O:36].[F:1][c:2]1[c:3]([C:4](=[O:5])[O:6][C:7]([CH3:8])([CH3:9])[CH3:10])[c:11]([I:15])[cH:12][cH:13][cH:14]1.[O:25]1[CH2:26][CH2:27][O:28][CH2:29][CH2:30]1.[Pd:37]([Cl:38])[Cl:39].[c:40]1([P:41]([c:42]2[cH:43][cH:44][cH:45][cH:46][cH:47]2)[c:48]2[cH:49][cH:50][cH:51][cH:52][cH:53]2)[cH:54][cH:55][cH:56][cH:57][cH:58]1.[c:59]1([P:60]([c:61]2[cH:62][cH:63][cH:64][cH:65][cH:66]2)[c:67]2[cH:68][cH:69][cH:70][cH:71][cH:72]2)[cH:73][cH:74][cH:75][cH:76][cH:77]1>>[F:1][c:2]1[c:3]([C:4](=[O:5])[O:6][C:7]([CH3:8])([CH3:9])[CH3:10])[c:11]([B:19]2[O:18][C:17]([CH3:16])([CH3:24])[C:21]([CH3:22])([CH3:23])[O:20]2)[cH:12][cH:13][cH:14]1. The reactants are [OH-].[Na+] (sodium hydroxide), C(C)OC(=O)NC1CC2=C(SC1)SC=C2 (5-ethoxycarbonylamino-5,6-dihydro-4H-thieno[2,3-b]thiopyran), [OH-].[Na+] (sodium hydroxide), Cl (hydrochloric acid). The solvent is C(C(C)O)O (1,2-propanediol). The product is Cl.S1C=CC2=C1SCC(C2)N (5,6-dihydro-4H-thieno[2,3-b]thiopyran-5-amine hydrochloride). RXN SMILES: C(OC([NH:6][CH:7]1[CH2:12][S:11][C:10]2[S:13][CH:14]=[CH:15][C:9]=2[CH2:8]1)=O)C.[OH-].[Na+].[ClH:18]>C(O)C(O)C>[ClH:18].[S:13]1[C:10]2[S:11][CH2:12][CH:7]([NH2:6])[CH2:8][C:9]=2[CH:15]=[CH:14]1 |f:1.2,5.6|. Procedure: A mixture of 5.3 g of 5-ethoxycarbonylamino-5,6-dihydro-4H-thieno[2,3-b]thiopyran, 20 ml of 26% aqueous sodium hydroxide and 20 ml of 1,2-propanediol is heated at 140° for 3 hours. The reaction mixture is cooled and carefully acidified with 29 ml of 6N hydrochloric acid leading to evolution of gas. The resulting mixture is basified with 50% sodium hydroxide solution and extracted with ethyl acetate. The ethyl acetate extract is evaporated to dryness, the residue is dissolved in ether, the ether ... The reactants are NC1=NC=CC=C1N (2,3-diaminopyridine), C(C1=CN=CC=C1)(=O)O (nicotinic acid), [NH4+].[OH-] (NH4OH). The solvent is O (water), polyphosphoric acid. The product is N1=CC(=CC=C1)C=1NC=2C(=NC=CC2)N1 (2-(3-pyridyl)-1H-imidazo-(4,5-b)pyridine). Yield: 66.3%. Reaction SMILES: [NH2:1][C:2]1[C:7]([NH2:8])=[CH:6][CH:5]=[CH:4][N:3]=1.[C:9](O)(=O)[C:10]1[CH:15]=[CH:14][CH:13]=[N:12][CH:11]=1.[NH4+].[OH-]>O>[N:12]1[CH:13]=[CH:14][CH:15]=[C:10]([C:9]2[NH:8][C:7]3[C:2]([N:1]=2)=[N:3][CH:4]=[CH:5][CH:6]=3)[CH:11]=1 |f:2.3|. Procedure: A solution of 2,3-diaminopyridine (1.1 g, 10 mmol) and nicotinic acid (1.23 g, 10 mmol) in polyphosphoric acid (15 mL) was heated at 160° C. for 4 hours and poured into 150 mLs of water. The pH was adjusted to pH 8 with NH4OH with cooling. The precipitate was filtered and air dried. Recrystallization from EtOH to give 1.3 g of product (66%), m.p.=133°-135° C. Anal. Calcd. for: C, 67.34; H, 4.11, N, 28.36. Found: C, 67.21; H, 4.04; N, 28.11. The solvent is C(C)O (ethanol). As a reaction SMILES: [S:1]1[CH:5]=[C:4]([C:6]2[CH:16]=[CH:15][C:9]([O:10][CH2:11][CH:12]3[CH2:14][O:13]3)=[CH:8][CH:7]=2)[C:3]2[CH:17]=[CH:18][CH:19]=[CH:20][C:2]1=2.[CH2:21]1[C:30]2[C:25](=[CH:26][CH:27]=[CH:28][CH:29]=2)[CH2:24][CH2:23][NH:22]1>C(O)C>[S:1]1[CH:5]=[C:4]([C:6]2[CH:16]=[CH:15][C:9]([O:10][CH2:11][C@H:12]([OH:13])[CH2:14][N:22]3[CH2:23][CH2:24][C:25]4[C:30](=[CH:29][CH:28]=[CH:27][CH:26]=4)[CH2:21]3)=[CH:8][CH:7]=2)[C:3]2[CH:17]=[CH:18][CH:19]=[CH:20][C:2]1=2. Yields the product S1C2=C(C(=C1)C1=CC=C(OC[C@@H](CN3CC4=CC=CC=C4CC3)O)C=C1)C=CC=C2 ((R)-1-(4-benzo[b]thiophen-3-yl-phenoxy)-3-(3,4-dihydro-1H-isoquinolin-2-yl)-propan-2-ol). Starting materials: S1C2=C(C(=C1)C1=CC=C(OCC3OC3)C=C1)C=CC=C2 (2-(4-benzo[b]thiophen-3-yl-phenoxymethyl)-oxirane), C1NCCC2=CC=CC=C12 (1,2,3,4-tetrahydroisoquinoline). Procedure details: The title compound is prepared from a mixture of 2-(4-benzo[b]thiophen-3-yl-phenoxymethyl)-oxirane, 1,2,3,4-tetrahydroisoquinoline and ethanol essentially as described above in Example 94. Purity by LC/MS=100%, [M+H]+=416. Starting materials: COc1ccc(CNc2nc(C)nc(-c3cc(C(=O)N4CCOCC4)cnc3Nc3ccc(OC)nc3)n2)cc1, O=C(O)C(F)(F)F, O=S(=O)(O)C(F)(F)F. Yields the product COc1ccc(Nc2ncc(C(=O)N3CCOCC3)cc2-c2nc(C)nc(N)n2)cn1. Reaction SMILES: [CH3:1][O:2][c:3]1[cH:4][cH:5][c:6]([CH2:7][NH:8][c:9]2[n:10][c:11]([CH3:38])[n:12][c:13](-[c:15]3[c:16]([NH:29][c:30]4[cH:31][n:32][c:33]([O:36][CH3:37])[cH:34][cH:35]4)[n:17][cH:18][c:19]([C:21](=[O:22])[N:23]4[CH2:24][CH2:25][O:26][CH2:27][CH2:28]4)[cH:20]3)[n:14]2)[cH:39][cH:40]1.[F:49][C:50]([F:51])([F:52])[C:53]([OH:54])=[O:55].[OH:41][S:42]([C:43]([F:44])([F:45])[F:46])(=[O:47])=[O:48]>>[NH2:8][c:9]1[n:10][c:11]([CH3:38])[n:12][c:13](-[c:15]2[c:16]([NH:29][c:30]3[cH:31][n:32][c:33]([O:36][CH3:37])[cH:34][cH:35]3)[n:17][cH:18][c:19]([C:21](=[O:22])[N:23]3[CH2:24][CH2:25][O:26][CH2:27][CH2:28]3)[cH:20]2)[n:14]1. Starting materials: CO, CCN(CC)CCOc1ccc(N)cc1Cl, O=C(O)C#Cc1ccc([N+](=O)[O-])cc1Cl, ClCCl. Product: CCN(CC)CCOc1ccc(NC(=O)C#Cc2ccc([N+](=O)[O-])cc2Cl)cc1Cl. As a reaction SMILES: [CH3:32][OH:33].[Cl:16][c:17]1[cH:18][c:19]([NH2:31])[cH:20][cH:21][c:22]1[O:23][CH2:24][CH2:25][N:26]([CH2:27][CH3:28])[CH2:29][CH3:30].[Cl:1][c:2]1[c:3]([C:11]#[C:12][C:13](=[O:14])[OH:15])[cH:4][cH:5][c:6]([N+:8](=[O:9])[O-:10])[cH:7]1.[Cl:34][CH2:35][Cl:36]>>[Cl:1][c:2]1[c:3]([C:11]#[C:12][C:13](=[O:15])[NH:31][c:19]2[cH:18][c:17]([Cl:16])[c:22]([O:23][CH2:24][CH2:25][N:26]([CH2:27][CH3:28])[CH2:29][CH3:30])[cH:21][cH:20]2)[cH:4][cH:5][c:6]([N+:8](=[O:9])[O-:10])[cH:7]1. The yield is 94.3%. Starting materials: ClC=1C=CC(=C2N3C(=NC21)N(CCC3)C=3C(=NC(=CC3)OC)C)C=O (9-chloro-1-(6-methoxy-2-methylpyridin-3-yl)-1,2,3,4-tetrahydropyrimido[1,2-a]benzimidazole-6-carbaldehyde), C[Si](C(F)(F)F)(C)C (trimethyl(trifluoromethyl)silane), [F-].C(CCC)[N+](CCCC)(CCCC)CCCC (tetrabutylammonium fluoride), Cl (hydrochloric acid). Run in O1CCCC1 (tetrahydrofuran). Reported procedure: To a solution of 9-chloro-1-(6-methoxy-2-methylpyridin-3-yl)-1,2,3,4-tetrahydropyrimido[1,2-a]benzimidazole-6-carbaldehyde (2.20 g, 6.17 mmol) in tetrahydrofuran (28.0 mL) was added trimethyl(trifluoromethyl)silane (2.73 mL, 18.50 mmol) and tetrabutylammonium fluoride (1.0 M solution in tetrahydrofuran, 0.617 mL, 0.617 mmol) at 0° C. After 30 min, to the mixture was added 1N hydrochloric acid (9.0 mL) and the reaction mixture was stirred at 0° C. for 1 hr. The mixture was quenched with aqueous s... Conditions: temperature 0 celsius, time 30 minute. The product is ClC1=CC=C(C=2N3C(=NC21)N(CCC3)C=3C(=NC(=CC3)OC)C)C(C(F)(F)F)O (1-[9-Chloro-1-(6-methoxy-2-methylpyridin-3-yl)-1,2,3,4-tetrahydropyrimido[1,2-a]benzimidazol-6-yl]-2,2,2-trifluoroethanol). As a reaction SMILES: [Cl:1][C:2]1[CH:3]=[CH:4][C:5]([CH:24]=[O:25])=[C:6]2[C:10]=1[N:9]=[C:8]1[N:11]([C:15]3[C:16]([CH3:23])=[N:17][C:18]([O:21][CH3:22])=[CH:19][CH:20]=3)[CH2:12][CH2:13][CH2:14][N:7]21.C[Si](C)(C)[C:28]([F:31])([F:30])[F:29].[F-].C([N+](CCCC)(CCCC)CCCC)CCC.Cl>O1CCCC1>[Cl:1][C:2]1[C:10]2[N:9]=[C:8]3[N:11]([C:15]4[C:16]([CH3:23])=[N:17][C:18]([O:21][CH3:22])=[CH:19][CH:20]=4)[CH2:12][CH2:13][CH2:14][N:7]3[C:6]=2[C:5]([CH:24]([OH:25])[C:28]([F:31])([F:30])[F:29])=[CH:4][CH:3]=1 |f:2.3|.